describe an organic reaction: reactants, conditions, products, and yield From a dataset of the Open Reaction Database (ORD), a public repository of structured organic reaction records. Starting materials: CC(=O)O[BH-](OC(C)=O)OC(C)=O, CC(=O)OCN1C(=O)C2(CCNCC2)c2ccccc21, CC(=O)O, O=Cc1ccc(Cl)cc1, ClCCCl, [Na+]. The product is CC(=O)OCN1C(=O)C2(CCNCC2)c2cc(Cc3ccc(Cl)cc3)ccc21. As a reaction SMILES: [C:34]([O:35][BH-:36]([O:37][C:38](=[O:39])[CH3:40])[O:41][C:42](=[O:43])[CH3:44])(=[O:45])[CH3:46].[CH3:1][C:2](=[O:3])[O:4][CH2:5][N:6]1[C:7](=[O:20])[C:8]2([c:9]3[cH:10][cH:11][cH:12][cH:13][c:14]31)[CH2:15][CH2:16][NH:17][CH2:18][CH2:19]2.[CH3:30][C:31](=[O:32])[OH:33].[Cl:21][c:22]1[cH:23][cH:24][c:25]([CH:26]=[O:27])[cH:28][cH:29]1.[Cl:48][CH2:49][CH2:50][Cl:51].[Na+:47]>>[CH3:1][C:2](=[O:3])[O:4][CH2:5][N:6]1[C:7](=[O:20])[C:8]2([c:9]3[cH:10][c:11]([CH2:26][c:25]4[cH:24][cH:23][c:22]([Cl:21])[cH:29][cH:28]4)[cH:12][cH:13][c:14]31)[CH2:15][CH2:16][NH:17][CH2:18][CH2:19]2. Starting materials: C=O (Paraformaldehyde), C(C)OC(CNC1=C(C=CC=C1)C1=CC=CC=C1)=O ((biphenyl-2-ylamino)-acetic acid ethyl ester), C(=C)S(=O)(=O)C1=C(C=CC=C1)C(F)(F)F (1-ethenesulfonyl-2-trifluoromethyl-benzene), C(C)(=O)O (acetic acid). Run in C1(=CC=CC=C1)C (toluene), C1(=CC=CC=C1)C (toluene). Reaction conditions: time 1 hour. Product: C(C)OC(=O)C1N(CC(C1)S(=O)(=O)C1=C(C=CC=C1)C(F)(F)F)C1=C(C=CC=C1)C1=CC=CC=C1 (1-Biphenyl-2-yl-4-(2-trifluoromethyl-benzenesulfonyl)-pyrrolidine-2-carboxylic acid Ethyl Ester). Yield: 19.0%. RXN SMILES: C=O.[CH2:3]([O:5][C:6](=[O:21])[CH2:7][NH:8][C:9]1[CH:14]=[CH:13][CH:12]=[CH:11][C:10]=1[C:15]1[CH:20]=[CH:19][CH:18]=[CH:17][CH:16]=1)[CH3:4].[CH:22]([S:24]([C:27]1[CH:32]=[CH:31][CH:30]=[CH:29][C:28]=1[C:33]([F:36])([F:35])[F:34])(=[O:26])=[O:25])=[CH2:23].[C:37](O)(=O)C>C1(C)C=CC=CC=1>[CH2:3]([O:5][C:6]([CH:7]1[CH2:37][CH:22]([S:24]([C:27]2[CH:32]=[CH:31][CH:30]=[CH:29][C:28]=2[C:33]([F:34])([F:36])[F:35])(=[O:25])=[O:26])[CH2:23][N:8]1[C:9]1[CH:14]=[CH:13][CH:12]=[CH:11][C:10]=1[C:15]1[CH:20]=[CH:19][CH:18]=[CH:17][CH:16]=1)=[O:21])[CH3:4]. Procedure: Paraformaldehyde (74 mg, 2.4 mmol) was added to a solution of (biphenyl-2-ylamino)-acetic acid ethyl ester (125 mg, 490 umol; CAS Reg. No. 39950-19-1) in toluene (9 ml) under an argon atmosphere. The mixture was stirred for 1 h at ambient temperature. A solution of 1-ethenesulfonyl-2-trifluoromethyl-benzene (231 mg, 979 umol) in toluene (1 ml) and acetic acid (10 ul, 98 umol) were added and the reaction mixture was heated under reflux conditions to 120° C. for 12 h. The solvent was removed under...